This data is from the Open Reaction Database (ORD), a public repository of structured organic reaction records. The task is: describe an organic reaction: reactants, conditions, products, and yield Reactants: [Cl-].[Na+] (sodium chloride), CC(C)([O-])C.[K+] (potassium tert-butoxide), [Br-].C(=O)(OCC)CCC[P+](C1=CC=CC=C1)(C1=CC=CC=C1)C1=CC=CC=C1 (3-carboethoxypropyltriphenylphosphonium bromide), C(C)(=O)C1=CC=CC=C1 (Acetophenone). Solvent: O (Water), O1CCCC1 (tetrahydrofuran). Reaction conditions: time 8 hour. Yields the product CC(=CCCC(=O)OCC)C1=CC=CC=C1 (ethyl 5-methyl-5-phenyl-4-pentenoate). Isolated yield 95.3%. Reaction SMILES: CC(C)([O-])C.[K+].[Br-].[C:8]([CH2:13][CH2:14][CH2:15][P+](C1C=CC=CC=1)(C1C=CC=CC=1)C1C=CC=CC=1)([O:10][CH2:11][CH3:12])=[O:9].[C:35]([C:38]1[CH:43]=[CH:42][CH:41]=[CH:40][CH:39]=1)(=O)[CH3:36].[Cl-].[Na+]>O.O1CCCC1>[CH3:36][C:35]([C:38]1[CH:43]=[CH:42][CH:41]=[CH:40][CH:39]=1)=[CH:15][CH2:14][CH2:13][C:8]([O:10][CH2:11][CH3:12])=[O:9] |f:0.1,2.3,5.6|. Procedure: A mixture of potassium tert-butoxide (10.27 g, 91.6 mmol), 3-carboethoxypropyltriphenylphosphonium bromide (41.87 g, 91.6 mmol) and tetrahydrofuran (300 ml) was stirred at room temperature. Acetophenone (10.0 g, 83.2 mmol) was added dropwise to the mixture, and the resulting mixture was stirred at room temperature for another 1 hour and then allowed to stand overnight. Water (100 ml) was added to the reaction mixture, and the resulting mixture was stirred at room temperature for 1 hour, poured i... Starting materials: C(C)(C)OC1=CC=CC(=N1)C1=CN(C2=CC=C(C=C12)C=1SC(=NN1)S(=O)(=O)C)S(=O)(=O)C1=CC=C(C)C=C1 (2-(3-(6-isopropoxypyridin-2-yl)-1-tosyl-1H-indol-5-yl)-5-(methylsulfonyl)-1,3,4-thiadiazole), C(C)(C)(C)OC(=O)N[C@@H]1CNCC1 ((35)-(−)-3-(tert-butoxycarbonylamino)pyrrolidine). Solvent: O1CCOCC1 (dioxane). Yields the product C(C)(C)OC1=CC=CC(=N1)C1=CN(C2=CC=C(C=C12)C1=NN=C(S1)N1C[C@H](CC1)NC(OC(C)(C)C)=O)S(=O)(=O)C1=CC=C(C)C=C1 ((S)-tert-butyl 1-(5-(3-(6-isopropoxypyridin-2-yl)-1-tosyl-1H-indol-5-yl)-1,3,4-thiadiazol-2-yl)pyrrolidin-3-ylcarbamate). Isolated yield 90.2%. Reaction SMILES: [CH:1]([O:4][C:5]1[N:10]=[C:9]([C:11]2[C:19]3[C:14](=[CH:15][CH:16]=[C:17]([C:20]4[S:21][C:22](S(C)(=O)=O)=[N:23][N:24]=4)[CH:18]=3)[N:13]([S:29]([C:32]3[CH:38]=[CH:37][C:35]([CH3:36])=[CH:34][CH:33]=3)(=[O:31])=[O:30])[CH:12]=2)[CH:8]=[CH:7][CH:6]=1)([CH3:3])[CH3:2].[C:39]([O:43][C:44]([NH:46][C@H:47]1[CH2:51][CH2:50][NH:49][CH2:48]1)=[O:45])([CH3:42])([CH3:41])[CH3:40]>O1CCOCC1>[CH:1]([O:4][C:5]1[N:10]=[C:9]([C:11]2[C:19]3[C:14](=[CH:15][CH:16]=[C:17]([C:20]4[S:21][C:22]([N:49]5[CH2:50][CH2:51][C@H:47]([NH:46][C:44](=[O:45])[O:43][C:39]([CH3:41])([CH3:40])[CH3:42])[CH2:48]5)=[N:23][N:24]=4)[CH:18]=3)[N:13]([S:29]([C:32]3[CH:38]=[CH:37][C:35]([CH3:36])=[CH:34][CH:33]=3)(=[O:30])=[O:31])[CH:12]=2)[CH:8]=[CH:7][CH:6]=1)([CH3:3])[CH3:2]. Procedure details: A yellow solution of 2-(3-(6-isopropoxypyridin-2-yl)-1-tosyl-1H-indol-5-yl)-5-(methylsulfonyl)-1,3,4-thiadiazole (168.4 mg, 0.296 mmol) and (35)-(−)-3-(tert-butoxycarbonylamino)pyrrolidine (TCI America, Portland, Oreg.; 165 mg, 0.888 mmol) in dioxane (1.0 mL) was heated in an open microwave vial at 90° C. for 2 days. Chromatographic purification of the resulting dry residue (silica gel, 0-100% EtOAc/Hex) furnished (S)-tert-butyl 1-(5-(3-(6-isopropoxypyridin-2-yl)-1-tosyl-1H-indol-5-yl)-1,3,4-thi...